This data is from the Open Reaction Database (ORD), a public repository of structured organic reaction records. The task is: describe an organic reaction: reactants, conditions, products, and yield Starting materials: C1CCOC1, O=C(O)c1cccc2c1Cc1ccccc1-2. The product is OCc1cccc2c1Cc1ccccc1-2. As a reaction SMILES: [CH2:17]1[O:18][CH2:19][CH2:20][CH2:21]1.[c:1]1([C:14](=[O:15])[OH:16])[cH:2][cH:3][cH:4][c:5]2[c:13]1[CH2:12][c:11]1[c:6]-2[cH:7][cH:8][cH:9][cH:10]1>>[c:1]1([CH2:14][OH:15])[cH:2][cH:3][cH:4][c:5]2[c:13]1[CH2:12][c:11]1[c:6]-2[cH:7][cH:8][cH:9][cH:10]1. Reactants: C(C)(C)(C)OC(COC1=C(C=C(C=C1C)C=1OC=2N=C(N=C(C2N1)OCCC)S(=O)(=O)C)C)=O ([4-(5-methanesulfonyl-7-propoxy-oxazolo[5,4-d]pyrimidin-2-yl)-2,6-dimethyl-phenoxy]-acetic acid tert-butyl ester), C1(CCCC1)O (cyclopentanol), C(C)(C)(C)N=P(N1CCCC1)(N1CCCC1)N1CCCC1 ((tert-butylimino)tris(pyrrolidino)phosphorane). Run at temperature 100 celsius. Yields the product C(C)(C)(C)OC(COC1=C(C=C(C=C1C)C=1OC=2N=C(N=C(C2N1)OCCC)OC1CCCC1)C)=O ([4-(5-Cyclopentyloxy-7-propoxy-oxazolo[5,4-d]pyrimidin-2-yl)-2,6-dimethyl-phenoxy]-acetic acid tert-butyl ester). The yield is 27.2%. As a reaction SMILES: [C:1]([O:5][C:6](=[O:34])[CH2:7][O:8][C:9]1[C:14]([CH3:15])=[CH:13][C:12]([C:16]2[O:17][C:18]3[N:19]=[C:20](S(C)(=O)=O)[N:21]=[C:22]([O:25][CH2:26][CH2:27][CH3:28])[C:23]=3[N:24]=2)=[CH:11][C:10]=1[CH3:33])([CH3:4])([CH3:3])[CH3:2].[CH:35]1([OH:40])[CH2:39][CH2:38][CH2:37][CH2:36]1.C(N=P(N1CCCC1)(N1CCCC1)N1CCCC1)(C)(C)C>>[C:1]([O:5][C:6](=[O:34])[CH2:7][O:8][C:9]1[C:14]([CH3:15])=[CH:13][C:12]([C:16]2[O:17][C:18]3[N:19]=[C:20]([O:40][CH:35]4[CH2:39][CH2:38][CH2:37][CH2:36]4)[N:21]=[C:22]([O:25][CH2:26][CH2:27][CH3:28])[C:23]=3[N:24]=2)=[CH:11][C:10]=1[CH3:33])([CH3:4])([CH3:3])[CH3:2]. Procedure: A solution of 98 mg of [4-(5-methanesulfonyl-7-propoxy-oxazolo[5,4-d]pyrimidin-2-yl)-2,6-dimethyl-phenoxy]-acetic acid tert-butyl ester, 19 mg of cyclopentanol and 69 mg of (tert-butylimino)tris(pyrrolidino)phosphorane was reacted at room temperature for 16 h and subsequently heated in a microwave reactor to 100° C. for 10 min. The mixture was poured onto water and extracted twice with ethyl acetate. The combined organic layers were washed with a 10% aqueous solution of citric acid and brine, dr... Starting materials: C(CCCCCCC)NC(=O)[C@@H]1N(CCCC1)C(=O)OC(C)(C)C ((R)-(+)-1-(tert-Butoxycarbonyl)-2-piperidinecarboxylic acid n-octyl amide), FC(C(=O)O)(F)F (Trifluoroacetic acid). The solvent is C(Cl)Cl (methylene chloride). Run at time 7 hour. The product is C(CCCCCCC)NC(=O)[C@@H]1NCCCC1 ((R)-(+)-2-piperidinecarboxylic acid n-octyl amide). RXN SMILES: [CH2:1]([NH:9][C:10]([C@H:12]1[CH2:17][CH2:16][CH2:15][CH2:14][N:13]1C(OC(C)(C)C)=O)=[O:11])[CH2:2][CH2:3][CH2:4][CH2:5][CH2:6][CH2:7][CH3:8].FC(F)(F)C(O)=O>C(Cl)Cl>[CH2:1]([NH:9][C:10]([C@H:12]1[CH2:17][CH2:16][CH2:15][CH2:14][NH:13]1)=[O:11])[CH2:2][CH2:3][CH2:4][CH2:5][CH2:6][CH2:7][CH3:8]. Procedure: (R)-(+)-1-(tert-Butoxycarbonyl)-2-piperidinecarboxylic acid n-octyl amide (8) (1.00 g; 2.94 mmol) is dissolved in methylene chloride (40 mL) at ambient temperature. Trifluoroacetic acid (20 mL) is added and the solution is stirred for 7 hours at ambient temperature. The solution is concentrated in vacuo at 40° C. The residue is dissolved in methylene chloride (200 mL) and poured onto saturated sodium bicarbonate solution. The pH is adjusted to 9 with saturated potassium carbonate solution. The m... Product: O=[N+]([O-])c1ccc(OCc2ccccc2)c(F)c1F. Starting materials: O=C([O-])[O-], CN(C)C=O, O=[N+]([O-])c1ccc(F)c(F)c1F, [K+], [K+], O, OCc1ccccc1. RXN SMILES: [C:21](=[O:22])([O-:23])[O-:24].[CH3:28][N:29]([CH3:30])[CH:31]=[O:32].[F:1][c:2]1[c:3]([F:12])[c:4]([F:11])[c:5]([N+:8](=[O:9])[O-:10])[cH:6][cH:7]1.[K+:25].[K+:26].[OH2:27].[OH:13][CH2:14][c:15]1[cH:16][cH:17][cH:18][cH:19][cH:20]1>>[c:2]1([O:13][CH2:14][c:15]2[cH:16][cH:17][cH:18][cH:19][cH:20]2)[c:3]([F:12])[c:4]([F:11])[c:5]([N+:8](=[O:9])[O-:10])[cH:6][cH:7]1. The reactants are O=C([O-])O, CC(=O)O, Nc1ccc2nc(NC3CCc4ccccc43)ccc2c1, [K+], [N-]=C=O, [Na+], O. Product: NC(=O)Nc1ccc2nc(NC3CCc4ccccc43)ccc2c1. Reaction SMILES: [C:27](=[O:28])([OH:29])[O-:30].[CH3:32][C:33](=[O:34])[OH:35].[CH:1]1([NH:10][c:11]2[n:12][c:13]3[cH:14][cH:15][c:16]([NH2:21])[cH:17][c:18]3[cH:19][cH:20]2)[CH2:2][CH2:3][c:4]2[cH:5][cH:6][cH:7][cH:8][c:9]21.[K+:25].[N-:22]=[C:23]=[O:24].[Na+:31].[OH2:26]>>[CH:1]1([NH:10][c:11]2[n:12][c:13]3[cH:14][cH:15][c:16]([NH:21][C:23]([NH2:22])=[O:24])[cH:17][c:18]3[cH:19][cH:20]2)[CH2:2][CH2:3][c:4]2[cH:5][cH:6][cH:7][cH:8][c:9]21. RXN SMILES: [NH2:1][CH2:2][C@@H:3]1[C@H:8]([CH3:9])[CH2:7][CH2:6][CH2:5][N:4]1[C:10]([C:12]1[CH:17]=[C:16]([CH3:18])[CH:15]=[CH:14][C:13]=1[N:19]1[CH:23]=[N:22][C:21]([CH3:24])=[N:20]1)=[O:11].Br[C:26]1[CH:31]=[CH:30][C:29]([F:32])=[CH:28][N:27]=1>>[F:32][C:29]1[CH:30]=[CH:31][C:26]([NH:1][CH2:2][C@@H:3]2[C@H:8]([CH3:9])[CH2:7][CH2:6][CH2:5][N:4]2[C:10]([C:12]2[CH:17]=[C:16]([CH3:18])[CH:15]=[CH:14][C:13]=2[N:19]2[CH:23]=[N:22][C:21]([CH3:24])=[N:20]2)=[O:11])=[N:27][CH:28]=1. Procedure: The title compound was synthesized following the same general protocol as described in Example A44, using ((2S,3R)-2-(aminomethyl)-3-methylpiperidin-1-yl)(5-methyl-2-(3-methyl-1H-1,2,4-triazol-1-yl)phenyl)methanone and 2-bromo-5-fluoropyridine. ESI-MS (m/z): 423 [M+1]+. The reactants are NC[C@H]1N(CCC[C@H]1C)C(=O)C1=C(C=CC(=C1)C)N1N=C(N=C1)C (((2S,3R)-2-(aminomethyl)-3-methylpiperidin-1-yl)(5-methyl-2-(3-methyl-1H-1,2,4-triazol-1-yl)phenyl)methanone), BrC1=NC=C(C=C1)F (2-bromo-5-fluoropyridine). Yields the product FC=1C=CC(=NC1)NC[C@H]1N(CCC[C@H]1C)C(=O)C1=C(C=CC(=C1)C)N1N=C(N=C1)C (((2S,3R)-2-(((5-fluoropyridin-2-yl)amino)methyl)-3-methylpiperidin-1-yl)(5-methyl-2-(3-methyl-1H-1,2,4-triazol-1-yl)phenyl)methanone). The reactants are N(C1=CC=CC=C1)C1=NN(C(C1N1N=C(C(=C1)N)C)=O)C1=C(C=C(C=C1Cl)Cl)Cl (3-Anilino-1-(2,4,6-trichlorophenyl)-4-(4-amino-3-methyl-1-pyrazolyl)-5-oxo-2-pyrazoline), C(CCCCCCCCCCCCC)(=O)Cl (tetradecanoylchloride), C(C)(=O)OCC (ethyl acetate). The solvent is C(C)#N (acetonitrile). Product: N(C1=CC=CC=C1)C1=NN(C(C1N1N=C(C(=C1)NC(CCCCCCCCCCCCC)=O)C)=O)C1=C(C=C(C=C1Cl)Cl)Cl (3-Anilino-1-(2,4,6-trichlorphenyl)-4-(3-methyl-4-tetradecanamido-1-pyrazolyl)-5-oxo-2-pyrazoline). RXN SMILES: [NH:1]([C:8]1[CH:12]([N:13]2[CH:17]=[C:16]([NH2:18])[C:15]([CH3:19])=[N:14]2)[C:11](=[O:20])[N:10]([C:21]2[C:26]([Cl:27])=[CH:25][C:24]([Cl:28])=[CH:23][C:22]=2[Cl:29])[N:9]=1)[C:2]1[CH:7]=[CH:6][CH:5]=[CH:4][CH:3]=1.[C:30](Cl)(=[O:44])[CH2:31][CH2:32][CH2:33][CH2:34][CH2:35][CH2:36][CH2:37][CH2:38][CH2:39][CH2:40][CH2:41][CH2:42][CH3:43].C(OCC)(=O)C>C(#N)C>[NH:1]([C:8]1[CH:12]([N:13]2[CH:17]=[C:16]([NH:18][C:30](=[O:44])[CH2:31][CH2:32][CH2:33][CH2:34][CH2:35][CH2:36][CH2:37][CH2:38][CH2:39][CH2:40][CH2:41][CH2:42][CH3:43])[C:15]([CH3:19])=[N:14]2)[C:11](=[O:20])[N:10]([C:21]2[C:22]([Cl:29])=[CH:23][C:24]([Cl:28])=[CH:25][C:26]=2[Cl:27])[N:9]=1)[C:2]1[CH:3]=[CH:4][CH:5]=[CH:6][CH:7]=1. Procedure details: The 4-(4-amino-3-methyl-1-pyrazolyl)-3-anilino-1-(2,4,6-trichlorophenyl)-5-oxo-2-pyrazoline obtained in Step 2 was suspended in 100 ml of acetonitrile and stirred with heating. To the solution, 9 g of tetradecanoylchloride was added and the mixture was refluxed for 2 hours. To the reaction mixture, 500 ml of ethyl acetate was added and the mixture was washed several times with water. The oil layer was dried with anhydrous sodium sulfate and concentrated. Upon crystallization of the residue from ... The reactants are C1(CCCCC1)CNC1=C(C=C(C=C1)S(=O)(=O)C)C1=CN(C2=C(N=CC=C21)OC)C (N-(cyclohexylmethyl)-2-(7-methoxy-1-methyl-1H-pyrrolo[2,3-c]pyridin-3-yl)-4-(methylsulfonyl)aniline), C1(CC1)CNC1=C(C=C(C=C1)S(=O)(=O)C)C1=CN(C=2C(NC=CC21)=O)C (3-{2-[(cyclopropylmethyl)amino]-5-(methylsulfonyl)phenyl}-1-methyl-1,6-dihydro-7H-pyrrolo[2,3-c]pyridin-7-one). Product: C1(CCCCC1)CNC1=C(C=C(C=C1)S(=O)(=O)C)C1=CN(C=2C(NC=CC21)=O)C (3-{2-[(cyclohexylmethyl)amino]-5-(methylsulfonyl)phenyl}-1-methyl-1,6-dihydro-7H-pyrrolo[2,3-c]pyridin-7-one). As a reaction SMILES: [CH:1]1([CH2:7][NH:8][C:9]2[CH:14]=[CH:13][C:12]([S:15]([CH3:18])(=[O:17])=[O:16])=[CH:11][C:10]=2[C:19]2[C:27]3[C:22](=[C:23]([O:28]C)[N:24]=[CH:25][CH:26]=3)[N:21]([CH3:30])[CH:20]=2)[CH2:6][CH2:5][CH2:4][CH2:3][CH2:2]1.C1(CNC2C=CC(S(C)(=O)=O)=CC=2C2C3C=CNC(=O)C=3N(C)C=2)CC1>>[CH:1]1([CH2:7][NH:8][C:9]2[CH:14]=[CH:13][C:12]([S:15]([CH3:18])(=[O:17])=[O:16])=[CH:11][C:10]=2[C:19]2[C:27]3[CH:26]=[CH:25][NH:24][C:23](=[O:28])[C:22]=3[N:21]([CH3:30])[CH:20]=2)[CH2:6][CH2:5][CH2:4][CH2:3][CH2:2]1. Reported procedure: The title compound was prepared according to the procedure in Example 44C substituting the product from Example 47A for the product from Example 44C (0.027 g, 53%). 1H NMR (500 MHz, DMSO-d6/D2O) δ ppm 7.64 (dd, J=8.70, 2.29 Hz, 1H) 7.44-7.46 (m, 2H) 6.93 (d, J=7.02 Hz, 1H) 6.83 (d, J=8.85 Hz, 1H) 6.24 (d, J=6.71 Hz, 1H) 4.12 (s, 3H) 3.09 (s, 3H) 3.06 (d, J=7.32 Hz, 2H) 2.10-2.17 (m, 1H) 1.61-1.69 (m, 2H) 1.51-1.58 (m, 2H) 1.44-1.50 (m, 4H) 1.15-1.24 (m, 2H). MS (ESI+) m/z 414 (M+H)+. Reactants: CS(=O)(=O)C=1C=C(C=CC1)C=1C=2N(C=CC1)N=C(N2)N (8-(3-methanesulfonyl-phenyl)-[1,2,4]triazolo[1,5-a]pyridin-2-ylamine), BrC1=CC=C(C=C1)N1CCN(CC1)C (1-(4-bromo-phenyl)-4-methyl-piperazine), C1(CCCCC1)P(C1=C(C=CC=C1)C1=C(C=CC=C1)P(C1CCCCC1)C1CCCCC1)C1CCCCC1 (2,2′-bis-dicyclohexylphosphanyl-biphenyl). The product is CS(=O)(=O)C=1C=C(C=CC1)C=1C=2N(C=CC1)N=C(N2)NC2=CC=C(C=C2)N2CCN(CC2)C ([8-(3-Methanesulfonyl-phenyl)-[1,2,4]triazolo[1,5-a]pyridin-2-yl]-[4-(4-methyl-piperazin-1-yl)-phenyl]-amine), foam. Yield: 56.0%. RXN SMILES: [CH3:1][S:2]([C:5]1[CH:6]=[C:7]([C:11]2[C:12]3[N:13]([N:17]=[C:18]([NH2:20])[N:19]=3)[CH:14]=[CH:15][CH:16]=2)[CH:8]=[CH:9][CH:10]=1)(=[O:4])=[O:3].Br[C:22]1[CH:27]=[CH:26][C:25]([N:28]2[CH2:33][CH2:32][N:31]([CH3:34])[CH2:30][CH2:29]2)=[CH:24][CH:23]=1.C1(P(C2CCCCC2)C2C=CC=CC=2C2C=CC=CC=2P(C2CCCCC2)C2CCCCC2)CCCCC1>>[CH3:1][S:2]([C:5]1[CH:6]=[C:7]([C:11]2[C:12]3[N:13]([N:17]=[C:18]([NH:20][C:22]4[CH:23]=[CH:24][C:25]([N:28]5[CH2:33][CH2:32][N:31]([CH3:34])[CH2:30][CH2:29]5)=[CH:26][CH:27]=4)[N:19]=3)[CH:14]=[CH:15][CH:16]=2)[CH:8]=[CH:9][CH:10]=1)(=[O:3])=[O:4]. Procedure details: [8-(3-Methanesulfonyl-phenyl)-[1,2,4]triazolo[1,5-a]pyridin-2-yl]-[4-(4-methyl-piperazin-1-yl)-phenyl]-amine was prepared from 8-(3-methanesulfonyl-phenyl)-[1,2,4]triazolo[1,5-a]pyridin-2-ylamine (75.0 mg, 0.260 mmol) and 1-(4-bromo-phenyl)-4-methyl-piperazine (80.0 mg, 0.314 mmol) with 2,2′-bis-dicyclohexylphosphanyl-biphenyl (30.0 mg, 0.0549 mmol) as the ligand in a manner analogous to Step 2d and was isolated as a yellow foam (0.068 g, 56%). 1H NMR (400 MHz, CDCl3, δ, ppm): 8.66 (s, 1H), 8.45...